This data is from the Open Reaction Database (ORD), a public repository of structured organic reaction records. The task is: describe an organic reaction: reactants, conditions, products, and yield Starting materials: C1CC(=O)N(C1=O)Br (NBS), C(C)OC(=C)C1=C2CCN3C(C2=CC=C1)=CC(NCC3=O)=O (9-(1-ethoxyvinyl)-3,4,7,8-tetrahydro-[1,4]diazepino[7,1-a]isoquinoline-2,5-dione), CCOC(=O)C (AcOEt). Run in [Cl-].[Na+].O (brine), C1CCOC1.O (THF H2O). Run at temperature 0 celsius, time 10 minute. Product: BrCC(=O)C1=C2CCN3C(C2=CC=C1)=CC(NCC3=O)=O (9-(2-bromoacetyl)-3,4,7,8-tetrahydro-[1,4]diazepino[7,1-a]isoquinoline-2,5-dione). Yield: 62.7%. As a reaction SMILES: C([O:3][C:4]([C:6]1[CH:15]=[CH:14][CH:13]=[C:12]2[C:7]=1[CH2:8][CH2:9][N:10]1[C:20](=[O:21])[CH2:19][NH:18][C:17](=[O:22])[CH:16]=[C:11]12)=[CH2:5])C.C1C(=O)N([Br:30])C(=O)C1.CCOC(C)=O>C1COCC1.O.[Cl-].[Na+].O>[Br:30][CH2:3][C:4]([C:6]1[CH:15]=[CH:14][CH:13]=[C:12]2[C:7]=1[CH2:8][CH2:9][N:10]1[C:20](=[O:21])[CH2:19][NH:18][C:17](=[O:22])[CH:16]=[C:11]12)=[O:5] |f:3.4,5.6.7|. Procedure details: 111-2. A solution of 9-(1-ethoxyvinyl)-3,4,7,8-tetrahydro-[1,4]diazepino[7,1-a]isoquinoline-2,5-dione (1.2 g, 4.02 mmol) in a mixture of THF/H2O (3:1, 40 mL) was treated with NBS (716 mg, 4.02 mmol) and the mixture was stirred at 0° C. for 10 min. The mixture was partioned between AcOEt and brine and the org. phase was separated, dried over Na2SO4, filtered and concentrated in vacuo to give the title compound (880 mg) that was used as it is in the next step. UPLC-MS: MS 349.0 (M+H+); UPLC rt 0.6... The reactants are C1CCOC1, FC(F)(F)c1cccc(N2CCNCC2)c1, CCCn1c(=O)c2[nH]c(-c3cnn(CC(=O)Cl)c3)nc2n(CCC)c1=O. Yields the product CCCn1c(=O)c2[nH]c(-c3cnn(CC(=O)N4CCN(c5cccc(C(F)(F)F)c5)CC4)c3)nc2n(CCC)c1=O. RXN SMILES: [CH2:43]1[O:44][CH2:45][CH2:46][CH2:47]1.[F:27][C:28]([c:29]1[cH:30][c:31]([N:35]2[CH2:36][CH2:37][NH:38][CH2:39][CH2:40]2)[cH:32][cH:33][cH:34]1)([F:41])[F:42].[O:1]=[c:2]1[n:3]([CH2:24][CH2:25][CH3:26])[c:4](=[O:23])[c:5]2[nH:6][c:7](-[c:14]3[cH:15][n:16][n:17]([CH2:19][C:20](=[O:21])[Cl:22])[cH:18]3)[n:8][c:9]2[n:10]1[CH2:11][CH2:12][CH3:13]>>[O:1]=[c:2]1[n:3]([CH2:24][CH2:25][CH3:26])[c:4](=[O:23])[c:5]2[nH:6][c:7](-[c:14]3[cH:15][n:16][n:17]([CH2:19][C:20](=[O:21])[N:38]4[CH2:37][CH2:36][N:35]([c:31]5[cH:30][c:29]([C:28]([F:27])([F:41])[F:42])[cH:34][cH:33][cH:32]5)[CH2:40][CH2:39]4)[cH:18]3)[n:8][c:9]2[n:10]1[CH2:11][CH2:12][CH3:13]. The reactants are CC1(C(NC(N1)=O)=O)C1=CC=CC=C1 ((±)-5-methyl-5-phenylhydantoin), C([O-])([O-])=O.[K+].[K+] (potassium carbonate), IC(C)C (2-iodopropane). The solvent is CN(C)C=O (DMF). Reaction conditions: time 18 hour. Yields the product C(C)(C)N1C(NC(C1=O)(C1=CC=CC=C1)C)=O ((±)-3-Isopropyl-5-methyl-5-phenylimidazoline-2,4-dione). As a reaction SMILES: [CH3:1][C:2]1([C:9]2[CH:14]=[CH:13][CH:12]=[CH:11][CH:10]=2)[NH:6][C:5](=[O:7])[NH:4][C:3]1=[O:8].C(=O)([O-])[O-].[K+].[K+].I[CH:22]([CH3:24])[CH3:23]>CN(C=O)C>[CH:22]([N:4]1[C:3](=[O:8])[C:2]([CH3:1])([C:9]2[CH:10]=[CH:11][CH:12]=[CH:13][CH:14]=2)[NH:6][C:5]1=[O:7])([CH3:24])[CH3:23] |f:1.2.3|. Procedure details: To a stirred solution of (±)-5-methyl-5-phenylhydantoin (3.0 g, 15.7 mmol) in DMF (20 mL) was added potassium carbonate (2.6 g, 18.9 mmol) and 2-iodopropane (3.2 g, 18.9 mmol). The reaction was stirred at ambient temperature for 18 h and then partitioned between EtOAc (100 mL) and H2O (100 mL). The layers were separated and the aqueous phase was extracted further with EtOAc (2×100 mL). The combined organic extracts were washed with brine (100 mL), dried over MgSO4, filtered and concentrated unde... Reactants: CNC(=O)c1cc(Cl)ccn1, CSc1nc2ccc(O)cc2s1, CN(C)C=O, O. The product is CNC(=O)c1cc(Oc2ccc3nc(SC)sc3c2)ccn1. Reaction SMILES: [CH3:13][NH:14][C:15](=[O:16])[c:17]1[n:18][cH:19][cH:20][c:21]([Cl:23])[cH:22]1.[CH3:1][S:2][c:3]1[s:4][c:5]2[c:6]([n:7]1)[cH:8][cH:9][c:10]([OH:12])[cH:11]2.[O:25]=[CH:26][N:27]([CH3:28])[CH3:29].[OH2:24]>>[CH3:1][S:2][c:3]1[s:4][c:5]2[c:6]([n:7]1)[cH:8][cH:9][c:10]([O:12][c:21]1[cH:20][cH:19][n:18][c:17]([C:15]([NH:14][CH3:13])=[O:16])[cH:22]1)[cH:11]2. The reactants are N([C@@H](CC1=CC=CC=C1)C(=O)O)C(=O)OCC1=CC=CC=C1.N1(CCOCC1)[NH-] (Z-(L)-Phe morpholin-4-ylamide), [H][H] (hydrogen). The reagents and catalysts are [Pd] (Pd/C). Yields the product N[C@@H](CC1=CC=CC=C1)C(=O)O.N1(CCOCC1)[NH-] (H-(L)-Phe morpholin-4-ylamide). Run in CO (methanol). Procedure: A solution of 5.5 g of Z-(L)-Phe-morpholin-4-ylamide in 150 ml of methanol is converted into the title compound by hydrogenolysis with the calculated amount of hydrogen for 1 hour at room temperature in the presence of 1.5 g of 10% Pd/C. The catalyst is filtered off and the reaction mixture is concentrated, and after dilution with ethyl acetate the resulting solution is washed with a saturated sodium hydrogen carbonate solution, dried over sodium sulfate and concentrated under reduced pressure. ... Reaction SMILES: [NH:1](C(OCC1C=CC=CC=1)=O)[C@H:2]([C:10]([OH:12])=[O:11])[CH2:3][C:4]1[CH:9]=[CH:8][CH:7]=[CH:6][CH:5]=1.[N:23]1([NH-:29])[CH2:28][CH2:27][O:26][CH2:25][CH2:24]1.[H][H]>CO.[Pd]>[NH2:1][C@H:2]([C:10]([OH:12])=[O:11])[CH2:3][C:4]1[CH:9]=[CH:8][CH:7]=[CH:6][CH:5]=1.[N:23]1([NH-:29])[CH2:28][CH2:27][O:26][CH2:25][CH2:24]1 |f:0.1,5.6|. Starting materials: dihydro-1H-3,5(2H,6H) dioxopyrrolizidine, CC(C)(C)OC([C@@H](N)C)=O (L-alanine 1,1-dimethylethyl ester), C(C)#N (acetonitrile). Reaction conditions: temperature 80 celsius. Product: O=C(CCC1NC(CC1)=O)N[C@@H](C)C(=O)OC(C)(C)C (N-[1-oxo-3-(5-oxo-2-pyrrolidinyl)propyl]-L-alanine, 1,1-dimethylethyl ester). As a reaction SMILES: [CH3:1][C:2]([O:5][C:6](=[O:10])[C@H:7]([CH3:9])[NH2:8])([CH3:4])[CH3:3].[C:11](#[N:13])[CH3:12]>>[O:5]=[C:2]([NH:8][C@H:7]([C:6]([O:5][C:2]([CH3:4])([CH3:3])[CH3:1])=[O:10])[CH3:9])[CH2:1][CH2:12][CH:11]1[CH2:9][CH2:7][C:6](=[O:10])[NH:13]1. Procedure: A solution of 7.0 g (0.05 mol) of dihydro-1H-3,5(2H,6H) dioxopyrrolizidine in 150 ml of acetonitrile is treated with 14.5 g (0.1 mol) L-alanine 1,1-dimethylethyl ester. The mixture is refluxed 24 hours. The solution is concentrated at reduced pressure and the resulting oil is chromatographed over silica gel using elution with 2.5% methanol in dichloromethane. After concentration at reduced pressure the oil is rechromatographed over silica gel using 19:1 dichloromethane:methanol. The eluate is co... The reactants are COC1=CC=C(C=C1)C(=O)C1CCNCC1 ((4-methoxyphenyl)(piperidin-4-yl)methanone), CS(=O)(=O)O[C@H]1C(NCC1)=O ((R)-2-oxopyrrolidin-3-yl methanesulfonate), CCN(C(C)C)C(C)C (DIPEA). Run in C(C)(=O)OCC (ethyl acetate), C(C)#N (acetonitrile). Conditions: time 24 hour. The product is COC1=CC=C(C(=O)C2CCN(CC2)[C@@H]2C(NCC2)=O)C=C1 ((S)-3-[4-(4-Methoxy-benzoyl)-piperidin-1-yl]-pyrrolidin-2-one). The yield is 59.1%. RXN SMILES: [CH3:1][O:2][C:3]1[CH:8]=[CH:7][C:6]([C:9]([CH:11]2[CH2:16][CH2:15][NH:14][CH2:13][CH2:12]2)=[O:10])=[CH:5][CH:4]=1.CS(O[C@@H:22]1[CH2:26][CH2:25][NH:24][C:23]1=[O:27])(=O)=O.CCN(C(C)C)C(C)C>C(#N)C.C(OCC)(=O)C>[CH3:1][O:2][C:3]1[CH:4]=[CH:5][C:6]([C:9]([CH:11]2[CH2:16][CH2:15][N:14]([C@H:22]3[CH2:26][CH2:25][NH:24][C:23]3=[O:27])[CH2:13][CH2:12]2)=[O:10])=[CH:7][CH:8]=1. Procedure details: To a suspension of (4-methoxyphenyl)(piperidin-4-yl)methanone (34 g, 155 mmol) and (R)-2-oxopyrrolidin-3-yl methanesulfonate (34.7 g, 194 mmol) in acetonitrile (388 mL) at room temperature was added DIPEA (108 mL, 620 mmol) and the reaction was heated to 60 C for 29 h then allowed to cool to room temperature and stirred for an additional 24 h. The reaction mixture was concentrated in vacuo to afford a waxy solid which was taken up in ethyl acetate (300 mL) and sonicated. The mixture was filtered...